Dataset: the Open Reaction Database (ORD), a public repository of structured organic reaction records. Task: describe an organic reaction: reactants, conditions, products, and yield As a reaction SMILES: [H-].[Na+].[Cl:3][C:4]1[CH:5]=[C:6]([CH2:11][C:12]#[N:13])[CH:7]=[CH:8][C:9]=1[Cl:10].Br[CH2:15][CH2:16][O:17][CH:18]1[CH2:23][CH2:22][CH2:21][CH2:20][O:19]1.[Cl-].[NH4+]>O1CCCC1.O>[Cl:3][C:4]1[CH:5]=[C:6]([CH:11]([CH2:15][CH2:16][O:17][CH:18]2[CH2:23][CH2:22][CH2:21][CH2:20][O:19]2)[C:12]#[N:13])[CH:7]=[CH:8][C:9]=1[Cl:10] |f:0.1,4.5|. Yields the product ClC=1C=C(C=CC1Cl)C(C#N)CCOC1OCCCC1 (2-(3,4-Dichlorophenyl)-4-(tetrahydropyran-2-yloxy)butanenitrile). Conditions: time 2 hour. Reported procedure: 20 g of sodium hydride as a 55-60% dispersion in oil are suspended in 200 ml of dry tetrahydrofuran. A solution of 85 g of 3,4-dichlorophenylacetonitrile in 500 ml of THF is added dropwise at 20° C. in 30 minutes and the reaction mixture is then stirred at RT for 2 hours. It is cooled to -20° C., a solution of 98 g of 2-(2-bromoethoxy)tetrahydropyran in 100 ml of THF is added, the mixture is allowed to return to RT and, after 2 hours, a solution of 50 g of ammonium chloride in 3 liters of water ... Starting materials: ClC=1C=C(C=CC1Cl)CC#N (3,4-dichlorophenylacetonitrile), BrCCOC1OCCCC1 (2-(2-bromoethoxy)tetrahydropyran), [H-].[Na+] (sodium hydride), [Cl-].[NH4+] (ammonium chloride). The solvent is C1CCOC1 (THF), C1CCOC1 (THF), O1CCCC1 (tetrahydrofuran), O (water). RXN SMILES: [CH3:16][CH2:17][OH:18].[ClH:19].[N+:1]([O-:2])(=[O:3])[c:4]1[c:5]([C:10]([C:11]([CH3:12])([CH3:13])[CH3:14])=[O:15])[cH:6][cH:7][cH:8][cH:9]1>>[NH2:1][c:4]1[c:5]([C:10]([C:11]([CH3:12])([CH3:13])[CH3:14])=[O:15])[cH:6][cH:7][cH:8][cH:9]1. The reactants are CCO, Cl, CC(C)(C)C(=O)c1ccccc1[N+](=O)[O-]. The product is CC(C)(C)C(=O)c1ccccc1N. Starting materials: CC(Oc1cc(-n2cnc3cnc(CO[Si](C)(C)C(C)(C)C)cc32)sc1C(N)=O)c1ccc(C#N)cc1Cl, CCCC[N+](CCCC)(CCCC)CCCC, C1CCOC1, [F-]. Product: CC(Oc1cc(-n2cnc3cnc(CO)cc32)sc1C(N)=O)c1ccc(C#N)cc1Cl. RXN SMILES: [C:1]([Si:2]([CH3:3])([CH3:4])[O:6][CH2:7][c:8]1[cH:9][c:10]2[c:11]([cH:12][n:13]1)[n:14][cH:15][n:16]2-[c:17]1[cH:18][c:19]([O:25][CH:26]([CH3:27])[c:28]2[c:29]([Cl:36])[cH:30][c:31]([C:34]#[N:35])[cH:32][cH:33]2)[c:20]([C:22](=[O:23])[NH2:24])[s:21]1)([CH3:5])([CH3:37])[CH3:38].[CH2:40]([N+:41]([CH2:42][CH2:43][CH2:44][CH3:45])([CH2:46][CH2:47][CH2:48][CH3:49])[CH2:50][CH2:51][CH2:52][CH3:53])[CH2:54][CH2:55][CH3:56].[CH2:57]1[O:58][CH2:59][CH2:60][CH2:61]1.[F-:39]>>[OH:6][CH2:7][c:8]1[cH:9][c:10]2[c:11]([cH:12][n:13]1)[n:14][cH:15][n:16]2-[c:17]1[cH:18][c:19]([O:25][CH:26]([CH3:27])[c:28]2[c:29]([Cl:36])[cH:30][c:31]([C:34]#[N:35])[cH:32][cH:33]2)[c:20]([C:22](=[O:23])[NH2:24])[s:21]1. Starting materials: CCOC(=O)c1cc2cccc(N(C)S(=O)(=O)c3cccs3)c2[nH]1, CO, [Na+], C1CCOC1, [OH-]. The product is CN(c1cccc2cc(C(=O)O)[nH]c12)S(=O)(=O)c1cccs1. Reaction SMILES: [CH3:1][N:2]([c:3]1[cH:4][cH:5][cH:6][c:7]2[cH:8][c:9]([C:12](=[O:13])[O:14][CH2:15][CH3:16])[nH:10][c:11]12)[S:17](=[O:18])(=[O:19])[c:20]1[s:21][cH:22][cH:23][cH:24]1.[CH3:32][OH:33].[Na+:26].[O:27]1[CH2:28][CH2:29][CH2:30][CH2:31]1.[OH-:25]>>[CH3:1][N:2]([c:3]1[cH:4][cH:5][cH:6][c:7]2[cH:8][c:9]([C:12](=[O:13])[OH:14])[nH:10][c:11]12)[S:17](=[O:18])(=[O:19])[c:20]1[s:21][cH:22][cH:23][cH:24]1.